The task is: describe an organic reaction: reactants, conditions, products, and yield. This data is from the Open Reaction Database (ORD), a public repository of structured organic reaction records. Reactants: C1(=CC=CC=C1)[C@@H]1[C@H](NC(O1)=O)C1=CC(=NC=C1)C#CC1=NC=CC=C1 ((4R,5R)-5-phenyl-4-(2-(pyridin-2-ylethynyl)pyridin-4-yl)oxazolidin-2-one), BrC1=NC=CC(=C1)[C@H]1NC(O[C@@H]1C1=CC=CC=C1)=O ((4R,5R)-4-(2-bromopyridin-4-yl)-5-phenyloxazolidin-2-one), C[Si](C)(C)C#CC=1C=NC=CC1 (3-((trimethylsilyl)ethynyl)pyridine). Product: C1(=CC=CC=C1)[C@@H]1[C@H](NC(O1)=O)C1=CC(=NC=C1)C#CC=1C=NC=CC1 ((4R,5R)-5-Phenyl-4-(2-(pyridin-3-ylethynyl)pyridin-4-yl)oxazolidin-2-one). As a reaction SMILES: [C:1]1([C@H:7]2[O:11][C:10](=[O:12])[NH:9][C@@H:8]2[C:13]2[CH:18]=[CH:17][N:16]=[C:15]([C:19]#[C:20]C3C=CC=CN=3)[CH:14]=2)[CH:6]=[CH:5][CH:4]=[CH:3][CH:2]=1.Br[C:28]1[CH:33]=[C:32]([C@@H]2[C@@H](C3C=CC=CC=3)OC(=O)N2)[CH:31]=[CH:30][N:29]=1.C[Si](C#CC1C=NC=CC=1)(C)C>>[C:1]1([C@H:7]2[O:11][C:10](=[O:12])[NH:9][C@@H:8]2[C:13]2[CH:18]=[CH:17][N:16]=[C:15]([C:19]#[C:20][C:33]3[CH:28]=[N:29][CH:30]=[CH:31][CH:32]=3)[CH:14]=2)[CH:6]=[CH:5][CH:4]=[CH:3][CH:2]=1. Reported procedure: Prepared according to the same procedure as (4R,5R)-5-phenyl-4-(2-(pyridin-2-ylethynyl)pyridin-4-yl)oxazolidin-2-one, starting with (4R,5R)-4-(2-bromopyridin-4-yl)-5-phenyloxazolidin-2-one and 3-((trimethylsilyl)ethynyl)pyridine. 1H-NMR (CDCl3, 500 MHz) δ 8.82 (bs, 1H), 8.67 (bs, 1H), 7.90 (d, J=7.6, 1H), 7.55 (bs, 1H), 7.30-7.51 (m, 6H), 7.21 (d, J=4.0, 1H), 6.94 (bs, 1H), 5.24 (d, J=7.0, 1H), 4.84 (d, J=7.0, 1H). 13C-NMR (CDCl3, 126 MHz) δ 158.9, 151.1, 148.3, 143.9, 139.0, 136.6, 129.8, 129.4... Procedure: 2-Nitromethylene-oxazolidine (3 g, 23.0 mmol) was added portion wise to a stirred solution of 2-methyl-malonic acid bis-(2,4,6-trichloro-phenyl) ester (12 g, 25.15 mmol) in Xylene (50 mL) under nitrogen atmosphere over a period of 1 hour at 125° C. The resulting mixture was heated to 125° C. for 5 hours. The reaction mixture was monitored by TLC (50% ethylacetate in hexane). The reaction mixture was concentrated and the concentrate was purified by column chromatography on silica gel (60% ethylac... Solvent: CCCCCC (hexane), C=1(C(=CC=CC1)C)C (Xylene). Yield: 30.7%. Conditions: temperature 125 celsius. Yields the product OC=1C(=C2N(C(C1C)=O)CCO2)[N+](=O)[O-] (7-Hydroxy-6-methyl-8-nitro-2,3-dihydro-oxazolo[3,2-a]pyridin-5-one). The reactants are [N+](=O)([O-])C=C1OCCN1 (2-Nitromethylene-oxazolidine), ClC1=C(C(=CC(=C1)Cl)Cl)OC(C(C(=O)OC1=C(C=C(C=C1Cl)Cl)Cl)C)=O (2-methyl-malonic acid bis-(2,4,6-trichloro-phenyl) ester), C(C)OC(C)=O (ethylacetate). As a reaction SMILES: [N+:1]([CH:4]=[C:5]1[NH:9][CH2:8][CH2:7][O:6]1)([O-:3])=[O:2].ClC1C=C(Cl)C=C(Cl)C=1[O:19][C:20](=O)[CH:21]([CH3:34])[C:22](OC1C(Cl)=CC(Cl)=CC=1Cl)=[O:23].C(OC(=O)C)C>C1(C)C(C)=CC=CC=1.CCCCCC>[OH:23][C:22]1[C:4]([N+:1]([O-:3])=[O:2])=[C:5]2[O:6][CH2:7][CH2:8][N:9]2[C:20](=[O:19])[C:21]=1[CH3:34].